Dataset: the Open Reaction Database (ORD), a public repository of structured organic reaction records. Task: describe an organic reaction: reactants, conditions, products, and yield The reactants are CO[C@@H]1CC[C@H](CC1)OC1=NC=CC=C1NC=1C2=C(N=CN1)SC(=C2C)C(=O)O (4-[2-(trans-4-methoxy-cyclohexyloxy)pyridin-3-ylamino]-5-methyl-thieno[2,3-d]pyrimidine-6-carboxylic acid), N (ammonia), CN(C)C(=[N+](C)C)ON1C2=C(C=CC=C2)N=N1.[B-](F)(F)(F)F (TBTU). The solvent is CN(C)C=O (DMF). Yields the product CO[C@@H]1CC[C@H](CC1)OC1=NC=CC=C1NC=1C2=C(N=CN1)SC(=C2C)C(=O)N (4-[2-(trans-4-methoxy-cyclohexyloxy)-pyridin-3-ylamino]-5-methyl-thieno[2,3-d]pyrimidine-6-carboxylic acid amide). Reaction SMILES: [CH3:1][O:2][C@H:3]1[CH2:8][CH2:7][C@H:6]([O:9][C:10]2[C:15]([NH:16][C:17]3[C:18]4[C:25]([CH3:26])=[C:24]([C:27]([OH:29])=O)[S:23][C:19]=4[N:20]=[CH:21][N:22]=3)=[CH:14][CH:13]=[CH:12][N:11]=2)[CH2:5][CH2:4]1.N.C[N:32](C(ON1N=NC2C=CC=CC1=2)=[N+](C)C)C.[B-](F)(F)(F)F>CN(C=O)C>[CH3:1][O:2][C@H:3]1[CH2:8][CH2:7][C@H:6]([O:9][C:10]2[C:15]([NH:16][C:17]3[C:18]4[C:25]([CH3:26])=[C:24]([C:27]([NH2:32])=[O:29])[S:23][C:19]=4[N:20]=[CH:21][N:22]=3)=[CH:14][CH:13]=[CH:12][N:11]=2)[CH2:5][CH2:4]1 |f:2.3|. Procedure: Prepared analogously to 1.4 from 0.005 g 4-[2-(trans-4-methoxy-cyclohexyloxy)pyridin-3-ylamino]-5-methyl-thieno[2,3-d]pyrimidine-6-carboxylic acid and ammonia (0.5 M in THF) in DMF using TBTU instead of HATU. Reactants: ClC1=CC=C(OC(C(=O)OC)C2=CC=C(C=C2)SC2=CC=C(C=C2)Cl)C=C1 (methyl (p-chlorophenoxy)[p-(p-chlorophenylthio)phenyl]acetate), ClC1=CC(=CC=C1)C(=O)OO (m-chloroperbenzoic acid). The solvent is ClCCl (dichloromethane), ClCCl (dichloromethane). The product is ClC1=CC=C(OC(C(=O)OC)C2=CC=C(C=C2)S(=O)C2=CC=C(C=C2)Cl)C=C1 (Methyl (p-chlorophenoxy)[p-(p-chlorophenylsulfinyl)phenyl]acetate). As a reaction SMILES: [Cl:1][C:2]1[CH:27]=[CH:26][C:5]([O:6][CH:7]([C:12]2[CH:17]=[CH:16][C:15]([S:18][C:19]3[CH:24]=[CH:23][C:22]([Cl:25])=[CH:21][CH:20]=3)=[CH:14][CH:13]=2)[C:8]([O:10][CH3:11])=[O:9])=[CH:4][CH:3]=1.ClC1C=CC=C(C(OO)=[O:36])C=1>ClCCl>[Cl:1][C:2]1[CH:3]=[CH:4][C:5]([O:6][CH:7]([C:12]2[CH:17]=[CH:16][C:15]([S:18]([C:19]3[CH:24]=[CH:23][C:22]([Cl:25])=[CH:21][CH:20]=3)=[O:36])=[CH:14][CH:13]=2)[C:8]([O:10][CH3:11])=[O:9])=[CH:26][CH:27]=1. Procedure: To a solution of 1,8 g of methyl (p-chlorophenoxy)[p-(p-chlorophenylthio)phenyl]acetate in 10 ml of dichloromethane is added dropwise a solution of 0.891 g of 83% m-chloroperbenzoic acid in 10 ml of dichloromethane. The mixture is chilled overnight, filtered and the filtrate washed with 10% sodium sulfite solution, saturated sodium bicarbonate and sodium chloride solutions. After drying (MgSO4), the solvent is removed under reduced pressure to give a gum. Crystallization from dichloromethane-zep... Reactants: CC[SiH](CC)CC, COC(=O)c1cc(F)cc2c1C(O)C(C)(C)C(c1cccc(Br)c1)N2, O=C(O)C(F)(F)F. Product: COC(=O)c1cc(F)cc2c1CC(C)(C)C(c1cccc(Br)c1)N2. RXN SMILES: [CH2:26]([SiH:27]([CH2:28][CH3:29])[CH2:30][CH3:31])[CH3:32].[CH3:1][O:2][C:3](=[O:4])[c:5]1[c:6]2[c:11]([cH:12][c:13]([F:15])[cH:14]1)[NH:10][CH:9]([c:16]1[cH:17][c:18]([Br:22])[cH:19][cH:20][cH:21]1)[C:8]([CH3:23])([CH3:24])[CH:7]2[OH:25].[OH:33][C:34]([C:35]([F:36])([F:37])[F:38])=[O:39]>>[CH3:1][O:2][C:3](=[O:4])[c:5]1[c:6]2[c:11]([cH:12][c:13]([F:15])[cH:14]1)[NH:10][CH:9]([c:16]1[cH:17][c:18]([Br:22])[cH:19][cH:20][cH:21]1)[C:8]([CH3:23])([CH3:24])[CH2:7]2. Starting materials: O=C1CCC2=CC(=CC=C12)C=1N=C(NC1C1=CC=NC=C1)C=O (4-(1-oxo-indan-5-yl)-5-pyridin-4-yl-1H-imidazole-2-carbaldehyde), N1CCCCC1 (piperidine). Product: N1(CCCCC1)CC=1NC(=C(N1)C=1C=C2CCC(C2=CC1)=O)C1=NC=CC=C1 (5-(2-Piperidin-1-ylmethyl-5-pyridin-yl-1H-imidazol-4-yl)-indan-1-one). Isolated yield 44.0%. RXN SMILES: [O:1]=[C:2]1[C:10]2[C:5](=[CH:6][C:7]([C:11]3[N:12]=[C:13]([CH:22]=O)[NH:14][C:15]=3C3C=CN=CC=3)=[CH:8][CH:9]=2)[CH2:4][CH2:3]1.[NH:24]1[CH2:29][CH2:28][CH2:27][CH2:26][CH2:25]1>>[N:24]1([CH2:22][C:13]2[NH:14][C:15]([C:25]3[CH:26]=[CH:27][CH:28]=[CH:29][N:24]=3)=[C:11]([C:7]3[CH:6]=[C:5]4[C:10](=[CH:9][CH:8]=3)[C:2](=[O:1])[CH2:3][CH2:4]4)[N:12]=2)[CH2:29][CH2:28][CH2:27][CH2:26][CH2:25]1. Procedure: The title compound (0.11 g, 44%) was prepared from the product of Step 2 and piperidine as described in Example 6; MS(AP+) m/e 373 [M+H]+. Starting materials: O=C(Cl)C=Cc1ccccc1, [Li]CCCC, C1CCOC1, CC1(C)OC(=O)NC1c1ccccc1. The product is CC1(C)OC(=O)N(C(=O)C=Cc2ccccc2)C1c1ccccc1. As a reaction SMILES: [C:20]([CH:21]=[CH:22][c:23]1[cH:24][cH:25][cH:26][cH:27][cH:28]1)(=[O:29])[Cl:30].[Li:15][CH2:16][CH2:17][CH2:18][CH3:19].[O:31]1[CH2:32][CH2:33][CH2:34][CH2:35]1.[c:1]1([CH:7]2[NH:8][C:9](=[O:14])[O:10][C:11]2([CH3:12])[CH3:13])[cH:2][cH:3][cH:4][cH:5][cH:6]1>>[c:1]1([CH:7]2[N:8]([C:20]([CH:21]=[CH:22][c:23]3[cH:24][cH:25][cH:26][cH:27][cH:28]3)=[O:29])[C:9](=[O:14])[O:10][C:11]2([CH3:12])[CH3:13])[cH:2][cH:3][cH:4][cH:5][cH:6]1.